This data is from the Open Reaction Database (ORD), a public repository of structured organic reaction records. The task is: describe an organic reaction: reactants, conditions, products, and yield The reactants are C(C)(C)(C)OC(N[C@@H](C(=O)N1CCC(CC1)O)CC1=CC=C(C=C1)F)=O ((R)-[1-(4-Fluoro-benzyl)-2-(4-hydroxy-piperidin-1-yl)-2-oxo-ethyl]carbamic acid-tert-butyl ester), Cl.O1CCOCC1 (HCl dioxane), ( 60/40 ). Conditions: temperature 25 celsius, time 2 hour. Yields the product Cl.N[C@@H](C(=O)N1CCC(CC1)O)CC1=CC=C(C=C1)F ((R)-2-Amino-3-(4-fluoro-phenyl)-1-(4-hydroxy-piperidin-1-yl)-propan-1-one hydrochloride). As a reaction SMILES: C(OC(=O)[NH:7][C@H:8]([CH2:18][C:19]1[CH:24]=[CH:23][C:22]([F:25])=[CH:21][CH:20]=1)[C:9]([N:11]1[CH2:16][CH2:15][CH:14]([OH:17])[CH2:13][CH2:12]1)=[O:10])(C)(C)C.[ClH:27].O1CCOCC1>>[ClH:27].[NH2:7][C@H:8]([CH2:18][C:19]1[CH:20]=[CH:21][C:22]([F:25])=[CH:23][CH:24]=1)[C:9]([N:11]1[CH2:12][CH2:13][CH:14]([OH:17])[CH2:15][CH2:16]1)=[O:10] |f:1.2,3.4|. Procedure: (R)-[1-(4-Fluoro-benzyl)-2-(4-hydroxy-piperidin-1-yl)-2-oxo-ethyl]carbamic acid-tert-butyl ester (2.6 mmol) was dissolved in 4M HCl-dioxane (2 mL) at 0° C. The solution was stirred 2 hours at 25° C., concentrated and the residue triturated with ether. Yield, 920 mg, 124%; HPLC (60/40) 2.23 minutes (98%). The reactants are COC(C)(C)C, COc1ccc(CCCC(=O)O)cc1, Cl, Cl, O, [Pb], c1ccncc1. The product is O=C(O)CCCc1ccc(O)cc1. As a reaction SMILES: [CH3:24][O:25][C:26]([CH3:27])([CH3:28])[CH3:29].[CH3:2][O:3][c:4]1[cH:5][cH:6][c:7]([CH2:10][CH2:11][CH2:12][C:13](=[O:14])[OH:15])[cH:8][cH:9]1.[ClH:16].[ClH:23].[OH2:30].[Pb:1].[n:17]1[cH:18][cH:19][cH:20][cH:21][cH:22]1>>[OH:3][c:4]1[cH:5][cH:6][c:7]([CH2:10][CH2:11][CH2:12][C:13](=[O:14])[OH:15])[cH:8][cH:9]1. Starting materials: CC(C)S(=O)(=O)Cl, CC(C)CCn1c(=O)c(C2=NS(=O)(=O)c3cc(N)ccc3N2)c(O)c2cccnc21, c1ccncc1. Yields the product CC(C)CCn1c(=O)c(C2=NS(=O)(=O)c3cc(NS(=O)(=O)C(C)C)ccc3N2)c(O)c2cccnc21. Reaction SMILES: [CH:31]([CH3:32])([CH3:33])[S:34](=[O:35])(=[O:36])[Cl:37].[NH2:1][c:2]1[cH:3][c:4]2[c:5]([cH:29][cH:30]1)[NH:6][C:7]([c:12]1[c:13](=[O:28])[n:14]([CH2:23][CH2:24][CH:25]([CH3:26])[CH3:27])[c:15]3[n:16][cH:17][cH:18][cH:19][c:20]3[c:21]1[OH:22])=[N:8][S:9]2(=[O:10])=[O:11].[cH:38]1[cH:39][cH:40][n:41][cH:42][cH:43]1>>[NH:1]([c:2]1[cH:3][c:4]2[c:5]([cH:29][cH:30]1)[NH:6][C:7]([c:12]1[c:13](=[O:28])[n:14]([CH2:23][CH2:24][CH:25]([CH3:26])[CH3:27])[c:15]3[n:16][cH:17][cH:18][cH:19][c:20]3[c:21]1[OH:22])=[N:8][S:9]2(=[O:10])=[O:11])[S:34]([CH:31]([CH3:32])[CH3:33])(=[O:35])=[O:36]. The reactants are CC1=C(C=CC=C1C)C(CCC(=O)[O-])O.[Na+] (sodium (RS)-4-(2,3-dimethylphenyl)-4-hydroxybutanoate), [H-].[Na+] (sodium hydride), FC1=C(C#N)C=CC(=C1)OCC=1C=NC=CC1 (2-fluoro-4-(3-pyridylmethoxy)benzonitrile). The solvent is O1CCCC1 (tetrahydrofuran). Reaction conditions: temperature 57.5 celsius. Product: C(#N)C1=C(OC(CCC(=O)O)C2=C(C(=CC=C2)C)C)C=C(C=C1)OCC=1C=NC=CC1 ((RS)-4-[2-cyano-5-(3-pyridylmethoxy)-phenoxy]-4-(2,3-dimethylphenyl)butanoic acid). Yield: 47.0%. Reaction SMILES: [CH3:1][C:2]1[C:7]([CH3:8])=[CH:6][CH:5]=[CH:4][C:3]=1[CH:9]([OH:15])[CH2:10][CH2:11][C:12]([O-:14])=[O:13].[Na+].[H-].[Na+].F[C:20]1[CH:27]=[C:26]([O:28][CH2:29][C:30]2[CH:31]=[N:32][CH:33]=[CH:34][CH:35]=2)[CH:25]=[CH:24][C:21]=1[C:22]#[N:23]>O1CCCC1>[C:22]([C:21]1[CH:24]=[CH:25][C:26]([O:28][CH2:29][C:30]2[CH:31]=[N:32][CH:33]=[CH:34][CH:35]=2)=[CH:27][C:20]=1[O:15][CH:9]([C:3]1[CH:4]=[CH:5][CH:6]=[C:7]([CH3:8])[C:2]=1[CH3:1])[CH2:10][CH2:11][C:12]([OH:14])=[O:13])#[N:23] |f:0.1,2.3|. Reported procedure: A solution of sodium (RS)-4-(2,3-dimethylphenyl)-4-hydroxybutanoate (1 g) is added to a stirred suspension of sodium hydride (0.5 g, 60% dispersion in mineral oil) in tetrahydrofuran (50 mL) under nitrogen. The mixture is stirred at room temperature for 3 hours when 2-fluoro-4-(3-pyridylmethoxy)benzonitrile (1 g) is added in one portion. The reaction mixture is heated at 55-60° C. for 18 hours and evaporated. The residue is dissolved in water (100 mL), the solution acidified to pH 1 with 1 N hyd... The reactants are CNC(NN)=S (4-methyl-3-thiosemicarbazide), C(C(=O)C1=CC=CC=C1)Cl (phenacyl chloride). Product: Cl.CN1C(SC=C1C1=CC=CC=C1)=NN (3-Methyl-4-phenyl-2(3H)-thiazolone hydrazone hydrochloride). Reaction SMILES: [CH3:1][NH:2][C:3](=[S:6])[NH:4][NH2:5].[CH2:7]([Cl:16])[C:8]([C:10]1[CH:15]=[CH:14][CH:13]=[CH:12][CH:11]=1)=O>>[ClH:16].[CH3:1][N:2]1[C:8]([C:10]2[CH:15]=[CH:14][CH:13]=[CH:12][CH:11]=2)=[CH:7][S:6][C:3]1=[N:4][NH2:5] |f:2.3|. Procedure details: From 4-methyl-3-thiosemicarbazide and phenacyl chloride.